Dataset: the Open Reaction Database (ORD), a public repository of structured organic reaction records. Task: describe an organic reaction: reactants, conditions, products, and yield Reactants: O (water), ClC=1C(=NC(=NC1)NC1=C(C=C(C(=C1)[N+](=O)[O-])N1CC2(C1)N(CCC2)C)OC)C=2C=NN1C2C=CC=C1 (5-chloro-N-[2-methoxy-4-(5-methyl-2,5-diazaspiro[3.4]octan-2-yl)-5-nitrophenyl]-4-pyrazolo[1,5-a]pyridin-3-ylpyrimidin-2-amine), ClC=1C(=NC(=NC1)NC1=C(C=C(C(=C1)[N+](=O)[O-])N1CC2(C1)N(CCC2)C)OC)C=2C=NN1C2C=CC=C1 (5-chloro-N-[2-methoxy-4-(5-methyl-2,5-diazaspiro[3.4]octan-2-yl)-5-nitrophenyl]-4-pyrazolo[1,5-a]pyridin-3-ylpyrimidin-2-amine), [NH4+].[Cl-] (NH4Cl). Reagents/catalysts: [Fe] (iron). Run in C(C)O (ethanol). The product is ClC=1C(=NC(=NC1)NC=1C=C(C(=CC1OC)N1CC2(C1)N(CCC2)C)N)C=2C=NN1C2C=CC=C1 (N′-(5-Chloro-4-pyrazolo[1,5-a]pyridin-3-ylpyrimidin-2-yl)-4-methoxy-6-(5-methyl-2,5-diazaspiro[3.4]octan-2-yl)benzene-1,3-diamine). Yield: 33.9%. Reaction SMILES: [Cl:1][C:2]1[C:3]([C:29]2[CH:30]=[N:31][N:32]3[CH:37]=[CH:36][CH:35]=[CH:34][C:33]=23)=[N:4][C:5]([NH:8][C:9]2[CH:14]=[C:13]([N+:15]([O-])=O)[C:12]([N:18]3[CH2:21][C:20]4([CH2:25][CH2:24][CH2:23][N:22]4[CH3:26])[CH2:19]3)=[CH:11][C:10]=2[O:27][CH3:28])=[N:6][CH:7]=1.[NH4+].[Cl-].O>C(O)C.[Fe]>[Cl:1][C:2]1[C:3]([C:29]2[CH:30]=[N:31][N:32]3[CH:37]=[CH:36][CH:35]=[CH:34][C:33]=23)=[N:4][C:5]([NH:8][C:9]2[CH:14]=[C:13]([NH2:15])[C:12]([N:18]3[CH2:19][C:20]4([CH2:25][CH2:24][CH2:23][N:22]4[CH3:26])[CH2:21]3)=[CH:11][C:10]=2[O:27][CH3:28])=[N:6][CH:7]=1 |f:1.2|. Procedure details: A mixture of 5-chloro-N-[2-methoxy-4-(5-methyl-2,5-diazaspiro[3.4]octan-2-yl)-5-nitrophenyl]-4-pyrazolo[1,5-a]pyridin-3-ylpyrimidin-2-amine (Intermediate 46, 95 mg, 0.18 mmol), iron (61 mg, 1.09 mmol) and NH4Cl (7.32 mg, 0.14 mmol) was heated at reflux in ethanol (10.5 mL) and water (3.5 mL) for 2 h. The mixture was cooled and filtered through diatomaceous earth (Celite™). The filtrate was concentrated in vacuo and the residue was dissolved in CH2Cl2. This solution was washed with brine, dried (... Starting materials: N(N)C1=NC(=NC=C1)C1=CC(=CC=C1)C(F)(F)F (4-hydrazino-2-[3-(trifluoromethyl)phenyl]pyrimidine), C(C)(=O)OC(OCC)OCC (diethoxymethyl acetate). The solvent is petroleum ether. Procedure: The general procedure of Example 1 is repeated: A solution of 0.300 g. of 4-hydrazino-2-[3-(trifluoromethyl)phenyl]pyrimidine and 1 ml. of diethoxymethyl acetate is stirred at room temperature for 24 hours. The mixture is diluted with an excess of petroleum ether and the precipitate which forms is collected after 20-30 minutes to give 0.182 g. of the product of the example; m.p. 145°-146° C. when recrystallized from chloroform/hexane. Reaction SMILES: [NH:1]([C:3]1[CH:8]=[CH:7][N:6]=[C:5]([C:9]2[CH:14]=[CH:13][CH:12]=[C:11]([C:15]([F:18])([F:17])[F:16])[CH:10]=2)[N:4]=1)[NH2:2].[C:19](OC(OCC)OCC)(=O)C>>[F:16][C:15]([F:18])([F:17])[C:11]1[CH:10]=[C:9]([C:5]2[N:4]3[CH:19]=[N:2][N:1]=[C:3]3[CH:8]=[CH:7][N:6]=2)[CH:14]=[CH:13][CH:12]=1. The product is FC(C=1C=C(C=CC1)C1=NC=CC=2N1C=NN2)(F)F (5-[3-(Trifluoromethyl)phenyl]-1,2,4-triazolo[4,3-c]pyrimidine). Reactants: ClC1=NC(=NC(=C1)NC)C (4-chloro-2-methyl-6-methylaminopyrimidine), C1(=CC=CC=C1)C1CCNCC1 (4-phenylpiperidine). Yields the product CC1=NC(=CC(=N1)N1CCC(CC1)C1=CC=CC=C1)NC (2-methyl-6-methylamino-4-(4-phenylpiperidino)-pyrimidine). Yield: 74.4%. RXN SMILES: Cl[C:2]1[CH:7]=[C:6]([NH:8][CH3:9])[N:5]=[C:4]([CH3:10])[N:3]=1.[C:11]1([CH:17]2[CH2:22][CH2:21][NH:20][CH2:19][CH2:18]2)[CH:16]=[CH:15][CH:14]=[CH:13][CH:12]=1>>[CH3:10][C:4]1[N:3]=[C:2]([N:20]2[CH2:19][CH2:18][CH:17]([C:11]3[CH:16]=[CH:15][CH:14]=[CH:13][CH:12]=3)[CH2:22][CH2:21]2)[CH:7]=[C:6]([NH:8][CH3:9])[N:5]=1. Reported procedure: A mixture of 4-chloro-2-methyl-6-methylaminopyrimidine (525 mg, 3.3 mM; described in J. Pharm. Soc. (Japan) 1966, 86, p. 952) and 4-phenylpiperidine (1.08 g, 6.6 mM) was heated as a melt at 135°-140° C. for 1 hour. The residue, obtained after cooling, was triturated with ether and the mixture separated by filtration. The solid was suspended in a mixture of 50% w/v potassium hydroxide solution (50 ml) and isopropanol (50 ml). The mixture was heated under reflux for 2 hours and cooled. The organic... The reactants are ( a ), ( 1 ), COC1=CC=C(C=C1)C(C)(C(C)=O)C (2-(4-methoxyphenyl)-2-methyl-3-butanone), O(C1=CC=CC=C1)C=1C=C(C=O)C=CC1F (3-phenoxy-4-fluorobenzaldehyde), [OH-].[K+] (KOH). The solvent is CO (methanol). Reaction conditions: temperature 60 celsius, time 2 hour. Product: O(C1=CC=CC=C1)C=1C=C(C=CC1F)C=CC(C(C)(C)C1=CC=C(C=C1)OC)=O (1-(3-phenoxy-4-fluorophenyl)-4-(4-methoxyphenyl)-4-methyl-1-penten-3-one). Isolated yield 32.6%. RXN SMILES: [CH3:1][O:2][C:3]1[CH:8]=[CH:7][C:6]([C:9]([CH3:14])([C:11](=[O:13])[CH3:12])[CH3:10])=[CH:5][CH:4]=1.[O:15]([C:22]1[CH:23]=[C:24]([CH:27]=[CH:28][C:29]=1[F:30])[CH:25]=O)[C:16]1[CH:21]=[CH:20][CH:19]=[CH:18][CH:17]=1.[OH-].[K+]>CO>[O:15]([C:22]1[CH:23]=[C:24]([CH:25]=[CH:12][C:11](=[O:13])[C:9]([C:6]2[CH:7]=[CH:8][C:3]([O:2][CH3:1])=[CH:4][CH:5]=2)([CH3:14])[CH3:10])[CH:27]=[CH:28][C:29]=1[F:30])[C:16]1[CH:21]=[CH:20][CH:19]=[CH:18][CH:17]=1 |f:2.3|. Procedure details: A mixture of 7.6 g of 2-(4-methoxyphenyl)-2-methyl-3-butanone, 8.5 g of 3-phenoxy-4-fluorobenzaldehyde, 30 ml of methanol and 2 g of KOH was stirred at 60° C. for two hours. In the same manner as described in (a) of (1) of Synthesis Example 1, the reaction mixture was treated to give 5 g of 1-(3-phenoxy-4-fluorophenyl)-4-(4-methoxyphenyl)-4-methyl-1-penten-3-one. Reactants: ClC=1C=C(CNC2=NC3=C(N2C)C=CC(=C3)N(C)C3=NC(=NC=C3)Cl)C=CC1 (N2-(3-Chloro-benzyl)-N5-(2-chloro-pyrimidin-4-yl)-1,N5-dimethyl-1H-benzoimidazole-2,5-diamine), NC=1C=C(C=CC1)S(=O)(=O)N (3-amino-benzenesulfonamide). Yields the product Cl.ClC=1C=C(CNC2=NC3=C(N2C)C=CC(=C3)N(C3=NC(=NC=C3)NC=3C=C(C=CC3)S(=O)(=O)N)C)C=CC1 (3-(4-{[2-(3-Chloro-benzylamino)-1-methyl-1H-benzoimidazol-5-yl]-methyl-amino}-pyrimidin-2-ylamino)-benzenesulfonamide hydrochloride). Reaction SMILES: [Cl:1][C:2]1[CH:3]=[C:4]([CH:26]=[CH:27][CH:28]=1)[CH2:5][NH:6][C:7]1[N:11]([CH3:12])[C:10]2[CH:13]=[CH:14][C:15]([N:17]([C:19]3[CH:24]=[CH:23][N:22]=[C:21](Cl)[N:20]=3)[CH3:18])=[CH:16][C:9]=2[N:8]=1.[NH2:29][C:30]1[CH:31]=[C:32]([S:36]([NH2:39])(=[O:38])=[O:37])[CH:33]=[CH:34][CH:35]=1>>[ClH:1].[Cl:1][C:2]1[CH:3]=[C:4]([CH:26]=[CH:27][CH:28]=1)[CH2:5][NH:6][C:7]1[N:11]([CH3:12])[C:10]2[CH:13]=[CH:14][C:15]([N:17]([CH3:18])[C:19]3[CH:24]=[CH:23][N:22]=[C:21]([NH:29][C:30]4[CH:31]=[C:32]([S:36]([NH2:39])(=[O:37])=[O:38])[CH:33]=[CH:34][CH:35]=4)[N:20]=3)=[CH:16][C:9]=2[N:8]=1 |f:2.3|. Procedure details: The title compound was prepared following the procedure of example one with N2-(3-Chloro-benzyl)-N5-(2-chloro-pyrimidin-4-yl)-1,N5-dimethyl-1H-benzoimidazole-2,5-diamine (50 mg, 0.12 mmol) and 3-amino-benzenesulfonamide (21 mg, 0.12 mmol) as a white solid (31 mg, 44%). 1H NMR (300 MHz, d6-DMSO+NaHCO3) δ 9.51 (s, 1H), 8.60 (s, 1H), 7.76-7.80 (M, 2H), 7.25-7.47 (m, 10H), 7.13 (s, 1H), 6.90 (d, J=7.8 Hz, 1H), 5.64 (d, J=6.0 Hz, 1H), 4.62 (d, J=5.4 Hz, 2H), 3.61 (s, 3H), 3.45 (s, 3H). MS (ESI) m/z=5... The reactants are C(C)(=O)OC(C)=O (acetic anhydride), OC(/C=C/C=C/C1=CC(=CC=C1)CO[Si](C)(C)C(C)(C)C)CCCCCCCC (5-hydroxy-1-[3-(tert-butyldimethylsilyloxymethyl)-phenyl]-(1E,3E)-tridecadiene). Run in N1=CC=CC=C1 (pyridine). Run at temperature 23 celsius, time 15 hour. Product: C(C)(=O)OC(/C=C/C=C/C1=CC(=CC=C1)CO[Si](C)(C)C(C)(C)C)CCCCCCCC (5-Acetoxy-1-[3-(tert-butyldimethylsilyloxymethyl)-phenyl]-(1E,3E)-tridecadiene). As a reaction SMILES: [C:1](OC(=O)C)(=[O:3])[CH3:2].[OH:8][CH:9]([CH2:29][CH2:30][CH2:31][CH2:32][CH2:33][CH2:34][CH2:35][CH3:36])/[CH:10]=[CH:11]/[CH:12]=[CH:13]/[C:14]1[CH:19]=[CH:18][CH:17]=[C:16]([CH2:20][O:21][Si:22]([C:25]([CH3:28])([CH3:27])[CH3:26])([CH3:24])[CH3:23])[CH:15]=1>N1C=CC=CC=1>[C:1]([O:8][CH:9]([CH2:29][CH2:30][CH2:31][CH2:32][CH2:33][CH2:34][CH2:35][CH3:36])/[CH:10]=[CH:11]/[CH:12]=[CH:13]/[C:14]1[CH:19]=[CH:18][CH:17]=[C:16]([CH2:20][O:21][Si:22]([C:25]([CH3:26])([CH3:27])[CH3:28])([CH3:23])[CH3:24])[CH:15]=1)(=[O:3])[CH3:2]. Procedure details: For acetylation, 31 ml of acetic anhydride is added to a solution of 11 g of the above-produced alcohol in 120 ml of pyridine and stirred for 15 hours at 23° C. Then, it is concentrated by evaporation in a vacuum with adding toluene and the residue is chromatographed on silica gel. With hexane/0-3% ethyl acetate, 8.9 g of the title compound is obtained as colorless oil. Reactants: CC1(CCC(CC1)N(C(C(C(C)O)(C)C)=O)[C@@H]1CNCC1)C (N-(4,4-dimethylcyclohexyl)-3-hydroxy-2,2-dimethyl-N-[(3S)-pyrrolidine-3-yl]butaneamide), C(C)(C)(C)N1C[C@H]([C@@H](C1)C1=CC=C(C=C1)Cl)C(=O)O ((3S,4R)-1-t-butyl-4-(4-chlorophenyl)pyrrolidine-3-carboxylic acid). The product is Cl.C(C)(C)(C)N1C[C@H]([C@@H](C1)C1=CC=C(C=C1)Cl)C(=O)N1C[C@H](CC1)N(C(C(C(C)O)(C)C)=O)C1CCC(CC1)(C)C (N-[(3S)-1-{[(3S,4R)-1-tert-butyl-4-(4-chlorophenyl)pyrrolidine-3-yl]carbonyl}pyrrolidine-3-yl]-N-(4,4-dimethylcyclohexyl)-3-hydroxy-2,2-dimethylbutaneamide HCl salt). Reaction SMILES: [CH3:1][C:2]1([CH3:22])[CH2:7][CH2:6][CH:5]([N:8]([C@H:17]2[CH2:21][CH2:20][NH:19][CH2:18]2)[C:9](=[O:16])[C:10]([CH3:15])([CH3:14])[CH:11]([OH:13])[CH3:12])[CH2:4][CH2:3]1.[C:23]([N:27]1[CH2:31][C@@H:30]([C:32]2[CH:37]=[CH:36][C:35]([Cl:38])=[CH:34][CH:33]=2)[C@H:29]([C:39](O)=[O:40])[CH2:28]1)([CH3:26])([CH3:25])[CH3:24]>>[ClH:38].[C:23]([N:27]1[CH2:31][C@@H:30]([C:32]2[CH:33]=[CH:34][C:35]([Cl:38])=[CH:36][CH:37]=2)[C@H:29]([C:39]([N:19]2[CH2:20][CH2:21][C@H:17]([N:8]([CH:5]3[CH2:6][CH2:7][C:2]([CH3:1])([CH3:22])[CH2:3][CH2:4]3)[C:9](=[O:16])[C:10]([CH3:14])([CH3:15])[CH:11]([OH:13])[CH3:12])[CH2:18]2)=[O:40])[CH2:28]1)([CH3:26])([CH3:25])[CH3:24] |f:2.3|. Procedure: The title compound was prepared according to the procedure described in Step F, G of Example A1, using N-(4,4-dimethylcyclohexyl)-3-hydroxy-2,2-dimethyl-N-[(3S)-pyrrolidine-3-yl]butaneamide (73 mg, 0.23 mmol) prepared in Step B and (3S,4R)-1-t-butyl-4-(4-chlorophenyl)pyrrolidine-3-carboxylic acid prepared in Preparation Example A9-2 (232 mg, 89%).